Task: describe an organic reaction: reactants, conditions, products, and yield. Dataset: the Open Reaction Database (ORD), a public repository of structured organic reaction records The reactants are BrC1=CC(=C(O1)C)C(=O)OC (methyl 5-bromo-2-methyl-3-furancarboxylate), COC1=CC=C(C=C1)B(O)O (4-methoxy-phenylboronic acid), C([O-])([O-])=O.[Na+].[Na+] (sodium carbonate), COCCOC (1,2-dimethoxyethane). Reagents/catalysts: C=1C=CC(=CC1)[P](C=2C=CC=CC2)(C=3C=CC=CC3)[Pd]([P](C=4C=CC=CC4)(C=5C=CC=CC5)C=6C=CC=CC6)([P](C=7C=CC=CC7)(C=8C=CC=CC8)C=9C=CC=CC9)[P](C=1C=CC=CC1)(C=1C=CC=CC1)C=1C=CC=CC1 (tetrakis(triphenylphosphine)palladium(0)). Solvent: O (water). Product: COC1=CC=C(C=C1)C1=CC(=C(O1)C)C(=O)OC (methyl 5-(4-methoxyphenyl)-2-methylfuran-3-carboxylate). Yield: 88.9%. Reaction SMILES: Br[C:2]1[O:6][C:5]([CH3:7])=[C:4]([C:8]([O:10][CH3:11])=[O:9])[CH:3]=1.[CH3:12][O:13][C:14]1[CH:19]=[CH:18][C:17](B(O)O)=[CH:16][CH:15]=1.C(=O)([O-])[O-].[Na+].[Na+].COCCOC>C1C=CC([P]([Pd]([P](C2C=CC=CC=2)(C2C=CC=CC=2)C2C=CC=CC=2)([P](C2C=CC=CC=2)(C2C=CC=CC=2)C2C=CC=CC=2)[P](C2C=CC=CC=2)(C2C=CC=CC=2)C2C=CC=CC=2)(C2C=CC=CC=2)C2C=CC=CC=2)=CC=1.O>[CH3:12][O:13][C:14]1[CH:19]=[CH:18][C:17]([C:2]2[O:6][C:5]([CH3:7])=[C:4]([C:8]([O:10][CH3:11])=[O:9])[CH:3]=2)=[CH:16][CH:15]=1 |f:2.3.4,^1:38,40,59,78|. Procedure: A mixture of methyl 5-bromo-2-methyl-3-furancarboxylate (2.6 g), 4-methoxy-phenylboronic acid (2.3 g), tetrakis(triphenylphosphine)palladium(0) (0.7 g), 2N aqueous sodium carbonate solution (15 mL) and 1,2-dimethoxyethane (20 mL) was stirred under reflux overnight under an argon atmosphere. The reaction mixture was poured into water, and the mixture was extracted with ethyl acetate. The organic layer was washed with saturated brine, and dried over magnesium sulfate. The solvent was evaporated un... Reactants: NCC1CC1, ClCc1nnc2n1-c1ccc(Cl)cc1C(c1ccccc1Cl)=NC2, Cl, [I-], [K+], [K+], C1CCOC1, [OH-]. The product is Clc1ccc2c(c1)C(c1ccccc1Cl)=NCc1nnc(CNCC3CC3)n1-2. RXN SMILES: [CH:4]1([CH2:7][NH2:8])[CH2:5][CH2:6]1.[Cl:9][c:10]1[cH:11][cH:12][c:13]2[c:14]([cH:32]1)[C:15]([c:25]1[c:26]([Cl:31])[cH:27][cH:28][cH:29][cH:30]1)=[N:16][CH2:17][c:18]1[n:19]-2[c:20]([CH2:23][Cl:24])[n:21][n:22]1.[ClH:3].[I-:34].[K+:2].[K+:33].[O:35]1[CH2:36][CH2:37][CH2:38][CH2:39]1.[OH-:1]>>[CH:4]1([CH2:7][NH:8][CH2:23][c:20]2[n:19]3[c:18]([n:22][n:21]2)[CH2:17][N:16]=[C:15]([c:25]2[c:26]([Cl:31])[cH:27][cH:28][cH:29][cH:30]2)[c:14]2[c:13]-3[cH:12][cH:11][c:10]([Cl:9])[cH:32]2)[CH2:5][CH2:6]1. Starting materials: CN(C)C=O, Fc1c(F)c(F)c(F)c(F)c1F, [H-], [Na+], O, OC1(c2ccccc2)CCNCC1. The product is Fc1c(F)c(F)c(OC2(c3ccccc3)CCNCC2)c(F)c1F. As a reaction SMILES: [CH3:29][N:30]([CH3:31])[CH:32]=[O:33].[F:16][c:17]1[c:18]([F:19])[c:20]([F:21])[c:22]([F:23])[c:24]([F:25])[c:26]1[F:27].[H-:1].[Na+:2].[OH2:28].[OH:3][C:4]1([c:10]2[cH:11][cH:12][cH:13][cH:14][cH:15]2)[CH2:5][CH2:6][NH:7][CH2:8][CH2:9]1>>[O:3]([C:4]1([c:10]2[cH:11][cH:12][cH:13][cH:14][cH:15]2)[CH2:5][CH2:6][NH:7][CH2:8][CH2:9]1)[c:26]1[c:17]([F:16])[c:18]([F:19])[c:20]([F:21])[c:22]([F:23])[c:24]1[F:25]. Reactants: ClCCCl, C=CCCC(C)=CC(=O)O, ClCCl, C=CCCCC1CC(N)CC(OC)(C2CSC(=O)N2Cc2ccc(OC)cc2)O1, On1nnc2ccccc21. The product is C=CCCCC1CC(NC(=O)C=C(C)CCC=C)CC(OC)(C2CSC(=O)N2Cc2ccc(OC)cc2)O1. As a reaction SMILES: [CH2:50]([Cl:51])[CH2:52][Cl:53].[CH3:30][C:31](=[CH:32][C:33](=[O:34])[OH:35])[CH2:36][CH2:37][CH:38]=[CH2:39].[Cl:54][CH2:55][Cl:56].[NH2:1][CH:2]1[CH2:3][C:4]([O:13][CH3:14])([CH:15]2[N:16]([CH2:21][c:22]3[cH:23][cH:24][c:25]([O:28][CH3:29])[cH:26][cH:27]3)[C:17](=[O:20])[S:18][CH2:19]2)[O:5][CH:6]([CH2:8][CH2:9][CH2:10][CH:11]=[CH2:12])[CH2:7]1.[OH:40][n:41]1[c:42]2[c:43]([cH:44][cH:45][cH:46][cH:47]2)[n:48][n:49]1>>[NH:1]([CH:2]1[CH2:3][C:4]([O:13][CH3:14])([CH:15]2[N:16]([CH2:21][c:22]3[cH:23][cH:24][c:25]([O:28][CH3:29])[cH:26][cH:27]3)[C:17](=[O:20])[S:18][CH2:19]2)[O:5][CH:6]([CH2:8][CH2:9][CH2:10][CH:11]=[CH2:12])[CH2:7]1)[C:33]([CH:32]=[C:31]([CH3:30])[CH2:36][CH2:37][CH:38]=[CH2:39])=[O:34].